Dataset: the Open Reaction Database (ORD), a public repository of structured organic reaction records. Task: describe an organic reaction: reactants, conditions, products, and yield Starting materials: S (Hydrogen sulfide), NC1=NC(=NC=C1C#N)C1=CC=CC=C1 (4-amino-2-phenyl-5-pyrimidinecarbonitrile), O (water). Solvent: N1=CC=CC=C1 (pyridine). Run at time 8 hour. The product is NC1=NC(=NC=C1C(N)=S)C1=CC=CC=C1 (4-Amino-2-phenyl-5-pyrimidinecarbothioamide). Reaction SMILES: [SH2:1].[NH2:2][C:3]1[C:8]([C:9]#[N:10])=[CH:7][N:6]=[C:5]([C:11]2[CH:16]=[CH:15][CH:14]=[CH:13][CH:12]=2)[N:4]=1.O>N1C=CC=CC=1>[NH2:2][C:3]1[C:8]([C:9](=[S:1])[NH2:10])=[CH:7][N:6]=[C:5]([C:11]2[CH:12]=[CH:13][CH:14]=[CH:15][CH:16]=2)[N:4]=1. Procedure details: Hydrogen sulfide is passed through a solution of 4-amino-2-phenyl-5-pyrimidinecarbonitrile (9.811 g., 0.050 mole) in dry pyridine (125 ml.) for one hour. The emerald green solution is stored overnight at 5° C. The solution is poured into water (500 ml.) with stirring. After stirring for one hour at ambient temperature, the pale yellow solid which separated is collected by filtration, dried at 110° C./0.1 mm. The yield of product melting at 197° C. dec. (uncorr.) was 10.481 g. (91.0%). The initia... The product is CC(C)(C)[Si](C)(C)c1ncc(C2(O)CCNCC2)s1. Reactants: CC(C)(C)[Si](C)(C)c1ncc(C2(O)CCN(C(=O)OCc3ccccc3)CC2)s1, C, CO, [H][H], [Pd]. RXN SMILES: [C:1]([CH3:2])([CH3:3])([CH3:4])[Si:5]([c:6]1[s:7][c:8]([C:11]2([OH:27])[CH2:12][CH2:13][N:14]([C:17]([O:18][CH2:19][c:20]3[cH:21][cH:22][cH:23][cH:24][cH:25]3)=[O:26])[CH2:15][CH2:16]2)[cH:9][n:10]1)([CH3:28])[CH3:29].[C:34].[CH3:32][OH:33].[H:30][H:31].[Pd:35]>>[C:1]([CH3:2])([CH3:3])([CH3:4])[Si:5]([c:6]1[s:7][c:8]([C:11]2([OH:27])[CH2:12][CH2:13][NH:14][CH2:15][CH2:16]2)[cH:9][n:10]1)([CH3:28])[CH3:29]. Starting materials: CC(C)(C)OC(=O)NC1CCC(CCN2CCCN(c3cccc(Cl)c3Cl)CC2)CC1, CCOC(C)=O, Cl. The product is NC1CCC(CCN2CCCN(c3cccc(Cl)c3Cl)CC2)CC1. Reaction SMILES: [C:1]([O:2][C:3](=[O:4])[NH:7][CH:8]1[CH2:9][CH2:10][CH:11]([CH2:14][CH2:15][N:16]2[CH2:17][CH2:18][N:19]([c:23]3[c:24]([Cl:30])[c:25]([Cl:29])[cH:26][cH:27][cH:28]3)[CH2:20][CH2:21][CH2:22]2)[CH2:12][CH2:13]1)([CH3:5])([CH3:6])[CH3:31].[CH2:33]([O:34][C:35](=[O:36])[CH3:37])[CH3:38].[ClH:32]>>[NH2:7][CH:8]1[CH2:9][CH2:10][CH:11]([CH2:14][CH2:15][N:16]2[CH2:17][CH2:18][N:19]([c:23]3[c:24]([Cl:30])[c:25]([Cl:29])[cH:26][cH:27][cH:28]3)[CH2:20][CH2:21][CH2:22]2)[CH2:12][CH2:13]1. Reactants: ClC1=CC=C(C(=O)C2=C(C(=O)O)C=CC=C2)C=C1 (2-(4-chlorobenzoyl)-benzoic acid), COC1=CC=C(CN)C=C1 (4-methoxy benzylamine). Product: ClC1=CC=C(C=C1)C1(N(C(C2=CC=CC=C12)=O)CC1=CC=C(C=C1)OC)O (3-(4-chlorophenyl)-3-hydroxy-2-(4-methoxybenzyl)isoindolin-1-one). The yield is 52.3%. Reaction SMILES: [Cl:1][C:2]1[CH:18]=[CH:17][C:5]([C:6]([C:8]2[CH:16]=[CH:15][CH:14]=[CH:13][C:9]=2[C:10]([OH:12])=O)=[O:7])=[CH:4][CH:3]=1.[CH3:19][O:20][C:21]1[CH:28]=[CH:27][C:24]([CH2:25][NH2:26])=[CH:23][CH:22]=1>>[Cl:1][C:2]1[CH:3]=[CH:4][C:5]([C:6]2([OH:7])[C:8]3[C:9](=[CH:13][CH:14]=[CH:15][CH:16]=3)[C:10](=[O:12])[N:26]2[CH2:25][C:24]2[CH:27]=[CH:28][C:21]([O:20][CH3:19])=[CH:22][CH:23]=2)=[CH:17][CH:18]=1. Reported procedure: The named compound was synthesised from 2-(4-chlorobenzoyl)-benzoic acid (2.0 g, 7.6 mmol) and 4-methoxy benzylamine (0.542 mL, 4.18 mmol) using General Procedure B, purified by chromatography (Biotage SP4; 10-80% EtOAc/hexane) and obtained as a white solid (0.830 g, 57%).